From a dataset of the Open Reaction Database (ORD), a public repository of structured organic reaction records. describe an organic reaction: reactants, conditions, products, and yield Product: NC1=CC=C(C=2C=NSC21)O (7-amino-4-hydroxy-1,2-benzisothiazole). Reported procedure: This reduction is as a rule carried out under atmospheric pressure or in a closed vessel under superatmospheric pressure, with or without simultaneous heating. The reaction may be carried out in the presence of a diluent or solvent, for example, a lower alcohol, e.g. methanol, ethanol or preferably propanol, or in the acid required for the reduction, preferably in acetic acid, or in the acylating reaction medium of acetic acid and acetic anhydride, described above, in which 7-acetamino-4-acetoxy... RXN SMILES: CO.C(O)C.C(OC(=O)C)(=O)C.[NH:13]([C:17]1[C:25]2[S:24][N:23]=[CH:22][C:21]=2[C:20]([O:26]C(=O)C)=[CH:19][CH:18]=1)C(C)=O>C(O)(=O)C.C(O)CC>[NH2:13][C:17]1[C:25]2[S:24][N:23]=[CH:22][C:21]=2[C:20]([OH:26])=[CH:19][CH:18]=1. The reactants are alcohol, N(C(=O)C)C1=CC=C(C=2C=NSC21)OC(C)=O (7-acetamino-4-acetoxy-1,2-benzisothiazole), C(C)(=O)OC(C)=O (acetic anhydride), CO (methanol), C(C)O (ethanol), N(C(=O)C)C1=CC=C(C=2C=NSC21)OC(C)=O (7-Acetamino-4-acetoxy-1,2-benzisothiazole). Run in C(C)(=O)O (acetic acid), C(CC)O (propanol), C(C)(=O)O (acetic acid). The reactants are F[B-](F)(F)F, CCCCCCNCc1ccccc1, CCN(C(C)C)C(C)C, CN(C)C=O, O=C(O)CCc1ccc(O)cc1, On1nnc2ccccc21, CN(C)C(On1nnc2ccccc21)=[N+](C)C. The product is CCCCCCN(Cc1ccccc1)C(=O)CCc1ccc(O)cc1. Reaction SMILES: [B-:37]([F:38])([F:39])([F:40])[F:41].[CH2:1]([CH2:2][CH2:3][CH2:4][CH2:5][CH3:6])[NH:7][CH2:8][c:9]1[cH:10][cH:11][cH:12][cH:13][cH:14]1.[CH:59]([N:60]([CH2:61][CH3:62])[CH:63]([CH3:64])[CH3:65])([CH3:66])[CH3:67].[O:68]=[CH:69][N:70]([CH3:71])[CH3:72].[OH:15][c:16]1[cH:17][cH:18][c:19]([CH2:22][CH2:23][C:24](=[O:25])[OH:26])[cH:20][cH:21]1.[OH:27][n:28]1[c:29]2[c:30]([cH:31][cH:32][cH:33][cH:34]2)[n:35][n:36]1.[n:42]1([O:43][C:44]([N:45]([CH3:46])[CH3:47])=[N+:48]([CH3:49])[CH3:50])[c:51]2[cH:52][cH:53][cH:54][cH:55][c:56]2[n:57][n:58]1>>[CH2:1]([CH2:2][CH2:3][CH2:4][CH2:5][CH3:6])[N:7]([CH2:8][c:9]1[cH:10][cH:11][cH:12][cH:13][cH:14]1)[C:24]([CH2:23][CH2:22][c:19]1[cH:18][cH:17][c:16]([OH:15])[cH:21][cH:20]1)=[O:26]. The reactants are CC(C)C(=O)Nc1cccc(C2CCN(CCCCC(O)c3ccc(Cl)cc3)CC2)c1, Cl, Oc1ccc(Cl)cc1. Yields the product CC(C)C(=O)Nc1cccc(C2CCN(CCCCC(Oc3ccc(Cl)cc3)c3ccc(Cl)cc3)CC2)c1. Reaction SMILES: [Cl:9][c:10]1[cH:11][cH:12][c:13]([CH:16]([CH2:17][CH2:18][CH2:19][CH2:20][N:21]2[CH2:22][CH2:23][CH:24]([c:27]3[cH:28][c:29]([NH:33][C:34]([CH:35]([CH3:36])[CH3:37])=[O:38])[cH:30][cH:31][cH:32]3)[CH2:25][CH2:26]2)[OH:39])[cH:14][cH:15]1.[ClH:40].[OH:1][c:2]1[cH:3][cH:4][c:5]([Cl:6])[cH:7][cH:8]1>>[O:1]([c:2]1[cH:3][cH:4][c:5]([Cl:6])[cH:7][cH:8]1)[CH:16]([c:13]1[cH:12][cH:11][c:10]([Cl:9])[cH:15][cH:14]1)[CH2:17][CH2:18][CH2:19][CH2:20][N:21]1[CH2:22][CH2:23][CH:24]([c:27]2[cH:28][c:29]([NH:33][C:34]([CH:35]([CH3:36])[CH3:37])=[O:38])[cH:30][cH:31][cH:32]2)[CH2:25][CH2:26]1. Reactants: C(C)(=O)O (acetic acid), ClC(C)Cl (dichloroethane), ClC1=C(C=C2C(C(=CN(C2=N1)C1=CC(=C(C=C1)F)[N+](=O)[O-])C(=O)OC)=O)F (Methyl 7-chloro-6-fluoro-1-(4-fluoro-3-nitrophenyl)-1,4-dihydro-4-oxo-1,8-naphthyridine-3-carboxylate). Reagents/catalysts: [Pd] (palladium on carbon). Run in CO (methanol). Run at time 8 hour. The product is NC=1C=C(C=CC1F)N1C=C(C(C2=CC(=C(N=C12)Cl)F)=O)C(=O)O (1-(3-amino-4-fluorophenyl)-7-chloro-6-fluoro-1,4-dihydro-4-oxo-1,8-naphthyridine-3-carboxylic acid). The yield is 30.0%. Reaction SMILES: [Cl:1][C:2]1[N:11]=[C:10]2[C:5]([C:6](=[O:26])[C:7]([C:22]([O:24]C)=[O:23])=[CH:8][N:9]2[C:12]2[CH:17]=[CH:16][C:15]([F:18])=[C:14]([N+:19]([O-])=O)[CH:13]=2)=[CH:4][C:3]=1[F:27].C(O)(=O)C.ClC(Cl)C>CO.[Pd]>[NH2:19][C:14]1[CH:13]=[C:12]([N:9]2[C:10]3[C:5](=[CH:4][C:3]([F:27])=[C:2]([Cl:1])[N:11]=3)[C:6](=[O:26])[C:7]([C:22]([OH:24])=[O:23])=[CH:8]2)[CH:17]=[CH:16][C:15]=1[F:18]. Reported procedure: Methyl 7-chloro-6-fluoro-1-(4-fluoro-3-nitrophenyl)-1,4-dihydro-4-oxo-1,8-naphthyridine-3-carboxylate (600 mg) was dissolved in 30 ml of methanol, 10 ml of acetic acid and 30 ml of dichloroethane, and 100 mg of 10% palladium on carbon was added thereto. Under a hydrogen atmosphere, the solution was stirred at room temperature overnight. The catalyst was removed by a membrane filter and the filtrate was concentrated in vacua. To the residue were added 4 ml of acetic acid and 1 ml of hydrochloric ... The reactants are CN(CCCN1C2=CC=C(C=C2C=2C3=C(C4=C(C12)NC=1C=CC(=CC14)OC)C(OC3=O)=O)OC)C (12-(3-Dimethylaminopropyl)-6,7,12,13-tetrahydro-3,9-dimethoxy-5,7-dioxoindolo-[2,3-a]furano[3.4-c]carbazole), N (ammonia). Solvent: saturated solution, C(C)O (ethanol). Yields the product CN(CCCN1C2=CC=C(C=C2C=2C3=C(C4=C(C12)NC=1C=CC(=CC14)OC)C(NC3=O)=O)OC)C (12-(3-Dimethylaminopropyl)-6,7,12,13-tetrahydro-3,9-dimethoxy-5,7-dioxo-5H-indolo[2,3-a]-pyrrolo[3,4-c]carbazole). RXN SMILES: [CH3:1][N:2]([CH3:35])[CH2:3][CH2:4][CH2:5][N:6]1[C:18]2[C:17]3[NH:19][C:20]4[CH:21]=[CH:22][C:23]([O:26][CH3:27])=[CH:24][C:25]=4[C:16]=3[C:15]3[C:28](=[O:32])[O:29][C:30](=O)[C:14]=3[C:13]=2[C:12]2[C:7]1=[CH:8][CH:9]=[C:10]([O:33][CH3:34])[CH:11]=2.[NH3:36]>C(O)C>[CH3:1][N:2]([CH3:35])[CH2:3][CH2:4][CH2:5][N:6]1[C:18]2[C:17]3[NH:19][C:20]4[CH:21]=[CH:22][C:23]([O:26][CH3:27])=[CH:24][C:25]=4[C:16]=3[C:15]3[C:28](=[O:32])[NH:36][C:30](=[O:29])[C:14]=3[C:13]=2[C:12]2[C:7]1=[CH:8][CH:9]=[C:10]([O:33][CH3:34])[CH:11]=2. Reported procedure: 510 mg (1.08 mmol) 12-(3-Dimethylaminopropyl)-6,7,12,13-tetrahydro-3,9-dimethoxy-5,7-dioxoindolo-[2,3-a]furano[3.4-c]carbazole are heated in an autoclave for 24 hours at 140° C. in 40 ml of a saturated solution of ammonia in ethanol. After cooling, the precipitate obtained is filtered off with suction, chromatographed on silica gel with toluene/ethanol (10:1 v/v) and the fraction with the Rf 0.25 in toluene/ethanol (5:1 v/v) is isolated. 12-(3-Dimethylaminopropyl)-6,7,12,13-tetrahydro-3,9-dimeth... Starting materials: Cl.COC1=CC=C(C=C1)C(C(=O)O)NC1=CC=CC=C1 ((4-Methoxy-phenyl)-phenylamino-acetic acid hydrochloride), C1CCC(CC1)N=C=NC2CCCCC2 (DCC), C=1C=CC2=C(C1)N=NN2O (HOBT), CCN(C(C)C)C(C)C (DIPEA), N12C[C@@H](C(CC1)CC2)O ((R)-quinuclidin-3-ol), C1CCC(CC1)N=C=NC2CCCCC2 (DCC), C=1C=CC2=C(C1)N=NN2O (HOBT), CCN(C(C)C)C(C)C (DIPEA), N12C[C@@H](C(CC1)CC2)O ((R)-quinuclidin-3-ol). Run in C1CCOC1 (THF). Run at time 16 hour. Yields the product N12C[C@@H](C(CC1)CC2)OC(C(NC2=CC=CC=C2)C2=CC=C(C=C2)OC)=O ((4-methoxy-phenyl)-phenylamino-acetic acid (R)-(1-aza-bicyclo[2.2.2]oct-3-yl)ester). Isolated yield 24.1%. RXN SMILES: Cl.[CH3:2][O:3][C:4]1[CH:9]=[CH:8][C:7]([CH:10]([NH:14][C:15]2[CH:20]=[CH:19][CH:18]=[CH:17][CH:16]=2)[C:11]([OH:13])=[O:12])=[CH:6][CH:5]=1.C1CCC(N=C=NC2CCCCC2)CC1.C1C=CC2N(O)N=NC=2C=1.CCN(C(C)C)C(C)C.[N:55]12[CH2:62][CH2:61][CH:58]([CH2:59][CH2:60]1)[C@@H:57](O)[CH2:56]2>C1COCC1>[N:55]12[CH2:62][CH2:61][CH:58]([CH2:59][CH2:60]1)[C@@H:57]([O:12][C:11](=[O:13])[CH:10]([C:7]1[CH:6]=[CH:5][C:4]([O:3][CH3:2])=[CH:9][CH:8]=1)[NH:14][C:15]1[CH:20]=[CH:19][CH:18]=[CH:17][CH:16]=1)[CH2:56]2 |f:0.1|. Reported procedure: (4-Methoxy-phenyl)-phenylamino-acetic acid hydrochloride (I92) (300 mg, 1.02 mmol), DCC (253 mg, 1.23 mmol), and HOBT (188 mg, 1.23 mmol) are dissolved in THF (10 mL). DIPEA (0.36 mL, 2.04 mmol) and (R)-quinuclidin-3-ol (130 mg, 1.02 mmol) are added. The mixture is stirred ad RT for 16 hours. Then DCC (25.3 mg, 0.12 mmol), HOBT (18.8 mg, 0.12 mmol), DIPEA (36 uL, 0.204 mmol) and (R)-quinuclidin-3-ol (13.0 mg, 0.10 mmol) are added again and reaction is stirred for additional 32 hours. THF is evap...